From a dataset of the Open Reaction Database (ORD), a public repository of structured organic reaction records. describe an organic reaction: reactants, conditions, products, and yield The reactants are C1CCOC1, CC(C)[Mg+], [Cl-], COC(=O)C1CC(F)(F)CN1C(=O)OC(C)(C)C, Nc1cnccn1. Yields the product CC(C)(C)OC(=O)N1CC(F)(F)CC1C(=O)Nc1cnccn1. As a reaction SMILES: [CH2:31]1[O:32][CH2:33][CH2:34][CH2:35]1.[CH:9]([Mg+:10])([CH3:11])[CH3:12].[Cl-:8].[F:13][C:14]1([F:30])[CH2:15][CH:16]([C:26](=[O:27])[O:28][CH3:29])[N:17]([C:19](=[O:20])[O:21][C:22]([CH3:23])([CH3:24])[CH3:25])[CH2:18]1.[n:1]1[c:2]([NH2:7])[cH:3][n:4][cH:5][cH:6]1>>[n:1]1[c:2]([NH:7][C:26]([CH:16]2[CH2:15][C:14]([F:13])([F:30])[CH2:18][N:17]2[C:19](=[O:20])[O:21][C:22]([CH3:23])([CH3:24])[CH3:25])=[O:27])[cH:3][n:4][cH:5][cH:6]1. Starting materials: ICC1CC(CC1)OC1OCCCC1 (2-(3-iodomethyl-cyclopentyloxy)-tetrahydropyran), COC(CC1=CC=C(C=C1)S(=O)(=O)C)=O ((4-methanesulfonyl-phenyl)-acetic acid methyl ester), C(C)(C)NC(C)C (diisopropylamine), solution, C(CCC)[Li] (n-butyllithium), hexanes. Solvent: O1CCCC1 (tetrahydrofuran), O1CCCC1 (tetrahydrofuran), CN1C(N(CCC1)C)=O (1,3-dimethyl-3,4,5,6-tetrahydro-2(1H)-pyrimidinone), O1CCCC1 (tetrahydrofuran), CN1C(N(CCC1)C)=O (1,3-dimethyl-3,4,5,6-tetrahydro-2(1H)-pyrimidinone). Run at temperature -78 celsius, time 30 minute. Product: hexanes ethyl acetate, COC(C(CC1CC(CC1)OC1OCCCC1)C1=CC=C(C=C1)S(=O)(=O)C)=O (2-(4-methanesulfonyl-phenyl)-3-[3-(tetrahydropyran-2-yloxy)-cyclopentyl]-propionic acid methyl ester). Isolated yield 54.1%. RXN SMILES: C(NC(C)C)(C)C.C([Li])CCC.[CH3:13][O:14][C:15](=[O:27])[CH2:16][C:17]1[CH:22]=[CH:21][C:20]([S:23]([CH3:26])(=[O:25])=[O:24])=[CH:19][CH:18]=1.I[CH2:29][CH:30]1[CH2:34][CH2:33][CH:32]([O:35][CH:36]2[CH2:41][CH2:40][CH2:39][CH2:38][O:37]2)[CH2:31]1>O1CCCC1.CN1CCCN(C)C1=O>[CH3:13][O:14][C:15](=[O:27])[CH:16]([C:17]1[CH:18]=[CH:19][C:20]([S:23]([CH3:26])(=[O:24])=[O:25])=[CH:21][CH:22]=1)[CH2:29][CH:30]1[CH2:34][CH2:33][CH:32]([O:35][CH:36]2[CH2:41][CH2:40][CH2:39][CH2:38][O:37]2)[CH2:31]1. Reported procedure: A solution of diisopropylamine (810 μL, 5.78 mmol) in dry tetrahydrofuran (4.5 mL) and 1,3-dimethyl-3,4,5,6-tetrahydro-2(1H)-pyrimidinone (1.5 mL) cooled to −78° C. was treated with a 2.5M solution of n-butyllithium in hexanes (2.3 mL, 5.78 mmol). The reaction mixture was stirred at −78° C. for 30 min and then treated with a solution of (4-methanesulfonyl-phenyl)-acetic acid methyl ester (prepared as in Example 8, 1.10 g, 4.82 mmol) in dry tetrahydrofuran (4.5 mL) and 1,3-dimethyl-3,4,5,6-tetrah... Reactants: COC(=O)CCN1N=C(c2c(-c3ccccc3)nn3ccccc23)CCC1=O, CO, [Na+], [OH-]. Product: O=C(O)CCN1N=C(c2c(-c3ccccc3)nn3ccccc23)CCC1=O. As a reaction SMILES: [CH3:1][O:2][C:3](=[O:4])[CH2:5][CH2:6][N:7]1[N:8]=[C:9]([c:14]2[c:15](-[c:23]3[cH:24][cH:25][cH:26][cH:27][cH:28]3)[n:16][n:17]3[c:18]2[cH:19][cH:20][cH:21][cH:22]3)[CH2:10][CH2:11][C:12]1=[O:13].[CH3:31][OH:32].[Na+:30].[OH-:29]>>[O:2]=[C:3]([OH:4])[CH2:5][CH2:6][N:7]1[N:8]=[C:9]([c:14]2[c:15](-[c:23]3[cH:24][cH:25][cH:26][cH:27][cH:28]3)[n:16][n:17]3[c:18]2[cH:19][cH:20][cH:21][cH:22]3)[CH2:10][CH2:11][C:12]1=[O:13]. The reactants are NC(=S)N (thiourea), CC(=O)CCCCl (3-chloropropyl methyl ketone). Yields the product [Cl-].O=C(CCCSC(=[NH2+])N)C (2-(4-oxopentyl)thiouronium chloride). Yield: 71.0%. Reaction SMILES: [NH2:1][C:2]([NH2:4])=[S:3].[CH3:5][C:6]([CH2:8][CH2:9][CH2:10][Cl:11])=[O:7]>>[Cl-:11].[O:7]=[C:6]([CH3:5])[CH2:8][CH2:9][CH2:10][S:3][C:2]([NH2:4])=[NH2+:1] |f:2.3|. Reported procedure: Example 1 was repeated with thiourea and 3-chloropropyl methyl ketone, affording the title compound in a yield of 71%. Starting materials: CC(=O)OC(C)CCCCI, CS(C)=O, [H-], [Na+], Cn1cnc2c1c(=O)[nH]c(=O)n2Cc1ccco1. Product: CC(=O)OC(C)CCCCn1c(=O)c2c(ncn2C)n(Cc2ccco2)c1=O. Reaction SMILES: [C:21]([CH3:22])(=[O:23])[O:24][CH:25]([CH2:26][CH2:27][CH2:28][CH2:29][I:30])[CH3:31].[CH3:32][S:33]([CH3:34])=[O:35].[H-:19].[Na+:20].[o:1]1[c:2]([CH2:6][n:7]2[c:8](=[O:18])[nH:9][c:10](=[O:17])[c:11]3[n:12]([CH3:16])[cH:13][n:14][c:15]23)[cH:3][cH:4][cH:5]1>>[o:1]1[c:2]([CH2:6][n:7]2[c:8](=[O:18])[n:9]([CH2:29][CH2:28][CH2:27][CH2:26][CH:25]([O:24][C:21]([CH3:22])=[O:23])[CH3:31])[c:10](=[O:17])[c:11]3[n:12]([CH3:16])[cH:13][n:14][c:15]23)[cH:3][cH:4][cH:5]1. Run in O (water), O (water). Procedure: A mixture of 430 mg of 24f, 300 mg of KOH, 10 ml of dioxane and 1.5 ml of water was warmed at 60° C. for 1 hr. Reaction was cooled and diluted with 30 ml of water and acidified to pH3 with 0.5 N HCl. The product was extracted into ethyl acetate. The organic extract was washed twice with water, dried and concentrated, to leave 390 mg of 24g, as a colorless oil. Rf (toluene/acetone 1/1) 0.55. NMR (CDCl3) δ 7.70 and 6.65 (2×s, 2, Ar—H), 5.79 (s, 1, CH), 3.90 (s, 3, OCH3), 1.97 (t, 1, acetylene), 0.... The product is BrC1=C(C=C2CCN(C(C2=C1)C(=O)O)CC(=O)N(CCC(CC#C)(C)C)C(C)(C)C)OC (7-bromo-2-(2-(tert-butyl-(3,3-dimethylhex-5-ynyl)amino)-2-oxoethyl)-6-methoxy-1,2,3,4-tetrahydroisoquinoline-1-carboxylic acid). Starting materials: Cl (HCl), BrC1=C(C=C2CCN(C(C2=C1)COCC)CC(=O)N(CCC(CC#C)(C)C)C(C)(C)C)OC (2-(7-bromo-1-(ethoxymethyl)-6-methoxy-3,4-dihydroisoquinolin-2(1H)-yl)-N-tert-butyl-N-(3,3-dimethylhex-5-ynyl)acetamide), [OH-].[K+] (KOH), O1CCOCC1 (dioxane). RXN SMILES: [Br:1][C:2]1[CH:11]=[C:10]2[C:5]([CH2:6][CH2:7][N:8]([CH2:16][C:17]([N:19]([C:28]([CH3:31])([CH3:30])[CH3:29])[CH2:20][CH2:21][C:22]([CH3:27])([CH3:26])[CH2:23][C:24]#[CH:25])=[O:18])[CH:9]2[CH2:12][O:13]CC)=[CH:4][C:3]=1[O:32][CH3:33].[OH-].[K+].[O:36]1CCOCC1.Cl>O>[Br:1][C:2]1[CH:11]=[C:10]2[C:5]([CH2:6][CH2:7][N:8]([CH2:16][C:17]([N:19]([C:28]([CH3:30])([CH3:31])[CH3:29])[CH2:20][CH2:21][C:22]([CH3:27])([CH3:26])[CH2:23][C:24]#[CH:25])=[O:18])[CH:9]2[C:12]([OH:36])=[O:13])=[CH:4][C:3]=1[O:32][CH3:33] |f:1.2|. Run at temperature 60 celsius. Run in CCOC(=O)C (EtOAc), CC(=O)N(C)C (DMA). As a reaction SMILES: [C:1]([C:3]1([NH:7][C:8]2[CH:13]=[CH:12][C:11]([N:14]3[CH2:19][CH2:18][N:17](C(OC(C)(C)C)=O)[CH2:16][CH2:15]3)=[CH:10][CH:9]=2)[CH2:6][CH2:5][CH2:4]1)#N.[N:27]([C:30]1[CH:31]=[C:32]([C:38]([F:41])([F:40])[F:39])[C:33]([C:36]#[N:37])=[N:34][CH:35]=1)=[C:28]=[S:29].Cl.C[OH:44]>CC(N(C)C)=O.CCOC(C)=O>[O:44]=[C:1]1[C:3]2([CH2:6][CH2:5][CH2:4]2)[N:7]([C:8]2[CH:13]=[CH:12][C:11]([N:14]3[CH2:19][CH2:18][NH:17][CH2:16][CH2:15]3)=[CH:10][CH:9]=2)[C:28](=[S:29])[N:27]1[C:30]1[CH:31]=[C:32]([C:38]([F:41])([F:39])[F:40])[C:33]([C:36]#[N:37])=[N:34][CH:35]=1 |f:2.3|. Run at temperature 80 celsius. Starting materials: Cl.CO (HCl MeOH), 1/1, C(#N)C1(CCC1)NC1=CC=C(C=C1)N1CCN(CC1)C(=O)OC(C)(C)C (tert-butyl 4-(4-(1-cyanocyclobutylamino)phenyl)piperazine-1-carboxylate), C(#N)C1(CCC1)NC1=CC=C(C=C1)N1CCN(CC1)C(=O)OC(C)(C)C (tert-butyl 4-(4-(1-cyanocyclobutylamino)phenyl)piperazine-1-carboxylate), N(=C=S)C=1C=C(C(=NC1)C#N)C(F)(F)F (5-isothiocyanato-3-(trifluoromethyl)picolinonitrile), N(=C=S)C=1C=C(C(=NC1)C#N)C(F)(F)F (5-isothiocyanato-3-(trifluoromethyl)picolinonitrile). Yields the product O=C1N(C(N(C12CCC2)C2=CC=C(C=C2)N2CCNCC2)=S)C=2C=C(C(=NC2)C#N)C(F)(F)F (5-(8-oxo-5-(4-(piperazin-1-yl)phenyl)-6-thioxo-5,7-diazaspiro[3.4]octan-7-yl)-3-(trifluoromethyl)picolinonitrile). Procedure details: A mixture of tert-butyl 4-(4-(1-cyanocyclobutylamino)phenyl)piperazine-1-carboxylate (Intermediate 86, 0.25 g, 0.70 mmol) and 5-isothiocyanato-3-(trifluoromethyl)picolinonitrile (Intermediate 10, 241 mg, 1.05 mmol) in DMA (5 mL) was heated to 80° C. for 12 h. 2M HCl/MeOH=1/1 (10 mL) was added then and the resulting mixture was heated at 100° C. for 2 h. The reaction mixture was cooled to room temperature and diluted with EtOAc. The organic layer was washed with water (3×), dried over sodium sulf... Conditions: time 2 hour. Starting materials: C1CCC2=NCCCN2CC1 (DBU), BrC1=CC(=C(C=C1)NC=1C(=CN(C(C1C)=O)C)C1=NN=NN1CCC#N)F (3-{5-[4-(4-bromo-2-fluorophenylamino)-1,5-dimethyl-6-oxo-1,6-dihydro-pyridin-3-yl]-tetrazol-1-yl}-propionitrile). Yields the product BrC1=CC(=C(C=C1)NC1=C(C(N(C=C1C1=NN=NN1)C)=O)C)F (4-(4-bromo-2-fluorophenylamino)-1,3-dimethyl-5-(1H-tetrazol-5-yl)-1H-pyridin-2-one). As a reaction SMILES: C1CCN2C(=NCCC2)CC1.[Br:12][C:13]1[CH:18]=[CH:17][C:16]([NH:19][C:20]2[C:21]([C:29]3[N:33](CCC#N)[N:32]=[N:31][N:30]=3)=[CH:22][N:23]([CH3:28])[C:24](=[O:27])[C:25]=2[CH3:26])=[C:15]([F:38])[CH:14]=1>C(Cl)Cl.C(OCC)(=O)C>[Br:12][C:13]1[CH:18]=[CH:17][C:16]([NH:19][C:20]2[C:21]([C:29]3[NH:33][N:32]=[N:31][N:30]=3)=[CH:22][N:23]([CH3:28])[C:24](=[O:27])[C:25]=2[CH3:26])=[C:15]([F:38])[CH:14]=1. Run in C(Cl)Cl (methylene chloride), C(C)(=O)OCC (ethyl acetate). The yield is 76.4%. Procedure: DBU (0.030 mL, 0.21 mmol) was added to a solution of 3-{5-[4-(4-bromo-2-fluorophenylamino)-1,5-dimethyl-6-oxo-1,6-dihydro-pyridin-3-yl]-tetrazol-1-yl}-propionitrile (30 mg, 0.069 mmol) in methylene chloride (1.5 mL). After 2 hours, the reaction mixture was diluted with ethyl acetate and washed with 1 N HCl. The aqueous layer was extracted with ethyl acetate. The combined organic extracts were washed with brine, dried (MgSO4) and concentrated under reduced pressure. Trituration with diethyl ether... Starting materials: CC(C)(C)OC(=O)N1CC2CN(c3cncc(C(=O)O)c3)CC2C1, COc1cc(N)cc(OC)c1. Yields the product COc1cc(NC(=O)c2cncc(N3CC4CN(C(=O)OC(C)(C)C)CC4C3)c2)cc(OC)c1. As a reaction SMILES: [C:1]([CH3:2])([CH3:3])([CH3:4])[O:5][C:6](=[O:7])[N:8]1[CH2:9][CH:10]2[CH:11]([CH2:12]1)[CH2:13][N:14]([c:16]1[cH:17][n:18][cH:19][c:20]([C:21](=[O:22])[OH:23])[cH:24]1)[CH2:15]2.[CH3:25][O:26][c:27]1[cH:28][c:29]([NH2:30])[cH:31][c:32]([O:34][CH3:35])[cH:33]1>>[C:1]([CH3:2])([CH3:3])([CH3:4])[O:5][C:6](=[O:7])[N:8]1[CH2:9][CH:10]2[CH:11]([CH2:12]1)[CH2:13][N:14]([c:16]1[cH:17][n:18][cH:19][c:20]([C:21](=[O:23])[NH:30][c:29]3[cH:28][c:27]([O:26][CH3:25])[cH:33][c:32]([O:34][CH3:35])[cH:31]3)[cH:24]1)[CH2:15]2. Starting materials: C(C)(=O)OC1=CC(=CC=C1)C(=O)NC1=CC=C(C=C1)C(F)(F)F (3-({[4-(trifluoromethyl)phenyl]amino}carbonyl)phenyl acetate), O1CCCC1 (tetrahydrofuran), [OH-].[Na+] (sodium hydroxide). Solvent: CO (methanol). Conditions: time 3 hour. Product: OC=1C=C(C(=O)NC2=CC=C(C=C2)C(F)(F)F)C=CC1 (3-hydroxy-N-[4-(trifluoromethyl)phenyl]benzamide). Isolated yield 90.2%. Reaction SMILES: C([O:4][C:5]1[CH:10]=[CH:9][CH:8]=[C:7]([C:11]([NH:13][C:14]2[CH:19]=[CH:18][C:17]([C:20]([F:23])([F:22])[F:21])=[CH:16][CH:15]=2)=[O:12])[CH:6]=1)(=O)C.O1CCCC1.[OH-].[Na+]>CO>[OH:4][C:5]1[CH:6]=[C:7]([CH:8]=[CH:9][CH:10]=1)[C:11]([NH:13][C:14]1[CH:15]=[CH:16][C:17]([C:20]([F:21])([F:22])[F:23])=[CH:18][CH:19]=1)=[O:12] |f:2.3|. Reported procedure: To a solution of 3-({[4-(trifluoromethyl)phenyl]amino}carbonyl)phenyl acetate (27.7 g, 85.5 mmol) in methanol (100 mL)/tetrahydrofuran (100 mL) was added 8N aqueous sodium hydroxide solution (20 mL) under ice-cooling, and the mixture was stirred at room temperature for 3 hr and dried under reduced pressure to solidness. The residue was poured into dilute hydrochloric acid (pH=2) and the mixture was extracted with ethyl acetate. The organic layer was dried over anhydrous magnesium sulfate, and th...